This data is from the Open Reaction Database (ORD), a public repository of structured organic reaction records. The task is: describe an organic reaction: reactants, conditions, products, and yield Starting materials: CCOC(=O)C=C1CCN(Cc2ccccc2)CC1, C1CCOC1, [Li+], [OH-], O. Yields the product O=C(O)C=C1CCN(Cc2ccccc2)CC1. RXN SMILES: [CH2:1]([c:2]1[cH:3][cH:4][cH:5][cH:6][cH:7]1)[N:8]1[CH2:9][CH2:10][C:11](=[CH:14][C:15](=[O:16])[O:17][CH2:18][CH3:19])[CH2:12][CH2:13]1.[CH2:22]1[O:23][CH2:24][CH2:25][CH2:26]1.[Li+:21].[OH-:20].[OH2:27]>>[CH2:1]([c:2]1[cH:3][cH:4][cH:5][cH:6][cH:7]1)[N:8]1[CH2:9][CH2:10][C:11](=[CH:14][C:15](=[O:16])[OH:17])[CH2:12][CH2:13]1. Reactants: C(CC#C)C1=NC2=C(N1C)C(=CC=C2)Cl (2-(but-3-ynyl)-7-chloro-1-methyl-1H-benzo[d]imidazole), C(CC#C)C1=NC2=C(N1C)C(=CC=C2)Cl (2-(but-3-ynyl)-7-chloro-1-methyl-1H-benzo[d]imidazole), IC1=NC=CC=C1 (2-iodopyridine). The reagents and catalysts are Cl[Pd]([P](C1=CC=CC=C1)(C2=CC=CC=C2)C3=CC=CC=C3)([P](C4=CC=CC=C4)(C5=CC=CC=C5)C6=CC=CC=C6)Cl (Pd(PPh3)2Cl2), [Cu](I)I (copper iodide). The solvent is C(C)N(CC)CC (triethylamine), C(C)N(CC)CC (triethylamine). Run at time 3 hour. The product is ClC1=CC=CC2=C1N(C(=N2)CCC#CC2=NC=CC=C2)C (7-chloro-1-methyl-2-(4-(pyridin-2-yl)but-3-ynyl)-1H-benzo[d]imidazole). Yield: 6.0%. Reaction SMILES: I[C:2]1[CH:7]=[CH:6][CH:5]=[CH:4][N:3]=1.[CH2:8]([C:12]1[N:16]([CH3:17])[C:15]2[C:18]([Cl:22])=[CH:19][CH:20]=[CH:21][C:14]=2[N:13]=1)[CH2:9][C:10]#[CH:11]>C(N(CC)CC)C.[Cu](I)I.Cl[Pd](Cl)([P](C1C=CC=CC=1)(C1C=CC=CC=1)C1C=CC=CC=1)[P](C1C=CC=CC=1)(C1C=CC=CC=1)C1C=CC=CC=1>[Cl:22][C:18]1[C:15]2[N:16]([CH3:17])[C:12]([CH2:8][CH2:9][C:10]#[C:11][C:2]3[CH:7]=[CH:6][CH:5]=[CH:4][N:3]=3)=[N:13][C:14]=2[CH:21]=[CH:20][CH:19]=1 |^1:35,54|. Procedure details: In a dry reaction tube containing copper iodide (1 mg, 0.0055 mmol) and triethylamine (0.50 mL, 0.1 mmol), were added 2-iodopyridine (22 mg, 0.11 mmol) and Pd(PPh3)2Cl2 (2.4 mg, 0.0055 mmol). A yellow suspension was obtained and after a few minutes of stirring at room temperature, 2-(but-3-ynyl)-7-chloro-1-methyl-1H-benzo[d]imidazole (compound 191(E), 24 mg, 0.11 mmol) in triethylamine (0.2 mL) was added. Immediately the color of the reaction turns to black. The mixture was stirred at room tempe... Starting materials: COc1c(C#N)cc(C(=O)N2CS(=O)(=O)c3ccccc32)cc1S(C)(=O)=O, CN(C)C=O, [Cl-], Cl, [Li+]. The product is CS(=O)(=O)c1cc(C(=O)N2CS(=O)(=O)c3ccccc32)cc(C#N)c1O. Reaction SMILES: [C:1](#[N:2])[c:3]1[cH:4][c:5]([C:6](=[O:7])[N:8]2[CH2:9][S:10](=[O:17])(=[O:18])[c:11]3[c:12]2[cH:13][cH:14][cH:15][cH:16]3)[cH:19][c:20]([S:24](=[O:25])(=[O:26])[CH3:27])[c:21]1[O:22][CH3:23].[CH3:31][N:32]([CH3:33])[CH:34]=[O:35].[Cl-:29].[ClH:30].[Li+:28]>>[C:1](#[N:2])[c:3]1[cH:4][c:5]([C:6](=[O:7])[N:8]2[CH2:9][S:10](=[O:17])(=[O:18])[c:11]3[c:12]2[cH:13][cH:14][cH:15][cH:16]3)[cH:19][c:20]([S:24](=[O:25])(=[O:26])[CH3:27])[c:21]1[OH:22]. Reaction SMILES: [CH2:44]([OH:45])[CH3:46].[CH3:27][N:28]([CH3:29])[CH:30]1[CH2:31][c:32]2[c:33]3[c:34]([cH:35][c:36]([OH:37])[cH:38][cH:39]3)[nH:40][c:41]2[CH2:42][CH2:43]1.[CH3:2][N:3]([CH:4]1[CH2:5][CH2:6][c:7]2[nH:8][c:9]3[cH:10][c:11]([O:17][CH2:18][c:19]4[cH:20][cH:21][cH:22][cH:23][cH:24]4)[cH:12][cH:13][c:14]3[c:15]2[CH2:16]1)[CH3:25].[ClH:1].[ClH:26]>>[CH3:2][N:3]([CH:4]1[CH2:5][CH2:6][c:7]2[nH:8][c:9]3[cH:10][c:11]([OH:17])[cH:12][cH:13][c:14]3[c:15]2[CH2:16]1)[CH3:25]. Yields the product CN(C)C1CCc2[nH]c3cc(O)ccc3c2C1. Starting materials: CCO, CN(C)C1CCc2[nH]c3cc(O)ccc3c2C1, CN(C)C1CCc2[nH]c3cc(OCc4ccccc4)ccc3c2C1, Cl, Cl. Starting materials: C(CCC)(=O)C1C(N(C(N(C1=O)C)=O)C)=O (5-butyryl-1,3-dimethylbarbituric acid), C(C=C)ON (allyloxyamine). Solvent: C(C)O (ethanol), C(C)O (ethanol). Run at time 2 hour. Yields the product C(C=C)ONC(CCC)=C1C(N(C(N(C1=O)C)=O)C)=O (5-(1-allyloxyaminobutylidene)-1,3-dimethylbarbituric acid). Reaction SMILES: [C:1]([CH:6]1[C:11](=[O:12])[N:10]([CH3:13])[C:9](=[O:14])[N:8]([CH3:15])[C:7]1=[O:16])(=O)[CH2:2][CH2:3][CH3:4].[CH2:17]([O:20][NH2:21])[CH:18]=[CH2:19]>C(O)C>[CH2:17]([O:20][NH:21][C:1](=[C:6]1[C:11](=[O:12])[N:10]([CH3:13])[C:9](=[O:14])[N:8]([CH3:15])[C:7]1=[O:16])[CH2:2][CH2:3][CH3:4])[CH:18]=[CH2:19]. Reported procedure: 2.3 g of 5-butyryl-1,3-dimethylbarbituric acid was dissolved in 30 ml of ethanol and 1 g of allyloxyamine was added to it at a temperature of 30° C. After stirring during 2 hours, said ethanol was distilled off and thereby 2.6 g of white crystals was separated. The purified compound was obtained as needles by recrystallization from methanol. Reactants: CC(C)(C)NS(=O)(=O)c1cccc(-c2cc(-c3cc(C(F)(F)F)cc(-c4ccc(C(F)(F)F)cc4)n3)ccn2)c1, ClCCl, O=C(O)C(F)(F)F. Yields the product NS(=O)(=O)c1cccc(-c2cc(-c3cc(C(F)(F)F)cc(-c4ccc(C(F)(F)F)cc4)n3)ccn2)c1. RXN SMILES: [C:1]([CH3:2])([CH3:3])([CH3:4])[NH:5][S:6](=[O:7])(=[O:8])[c:9]1[cH:10][c:11](-[c:15]2[n:16][cH:17][cH:18][c:19](-[c:21]3[n:22][c:23](-[c:31]4[cH:32][cH:33][c:34]([C:37]([F:38])([F:39])[F:40])[cH:35][cH:36]4)[cH:24][c:25]([C:27]([F:28])([F:29])[F:30])[cH:26]3)[cH:20]2)[cH:12][cH:13][cH:14]1.[Cl:48][CH2:49][Cl:50].[F:41][C:42]([F:43])([F:44])[C:45]([OH:46])=[O:47]>>[NH2:5][S:6](=[O:7])(=[O:8])[c:9]1[cH:10][c:11](-[c:15]2[n:16][cH:17][cH:18][c:19](-[c:21]3[n:22][c:23](-[c:31]4[cH:32][cH:33][c:34]([C:37]([F:38])([F:39])[F:40])[cH:35][cH:36]4)[cH:24][c:25]([C:27]([F:28])([F:29])[F:30])[cH:26]3)[cH:20]2)[cH:12][cH:13][cH:14]1. The reactants are [N+](=O)([O-])C=1C=NC2=CC(=CC=C2C1NCCOC1=CC=CC=C1)C1=CC=CC=C1 ((3-nitro-7-phenylquinolin-4-yl)-(2-phenoxyethyl)amine). The reagents and catalysts are [Pt] (platinum on carbon). Solvent: CO (methanol). The product is O(C1=CC=CC=C1)CCNC1=C(C=NC2=CC(=CC=C12)C1=CC=CC=C1)N (N4-(2-phenoxyethyl)-7-phenylquinoline-3,4-diamine). Reaction SMILES: [N+:1]([C:4]1[CH:5]=[N:6][C:7]2[C:12]([C:13]=1[NH:14][CH2:15][CH2:16][O:17][C:18]1[CH:23]=[CH:22][CH:21]=[CH:20][CH:19]=1)=[CH:11][CH:10]=[C:9]([C:24]1[CH:29]=[CH:28][CH:27]=[CH:26][CH:25]=1)[CH:8]=2)([O-])=O>CO.[Pt]>[O:17]([CH2:16][CH2:15][NH:14][C:13]1[C:12]2[C:7](=[CH:8][C:9]([C:24]3[CH:29]=[CH:28][CH:27]=[CH:26][CH:25]=3)=[CH:10][CH:11]=2)[N:6]=[CH:5][C:4]=1[NH2:1])[C:18]1[CH:23]=[CH:22][CH:21]=[CH:20][CH:19]=1. Procedure: A solution of (3-nitro-7-phenylquinolin-4-yl)-(2-phenoxyethyl)amine (7.25 g, 18.8 mmol) in methanol (150 mL) was added to a Parr vessel charged with 5% platinum on carbon (0.84 g), and the reaction was placed under hydrogen pressure (50 psi, 3.4×105 Pa) for three hours. The reaction mixture was filtered through a layer of CELITE filter aid, and the filtrate was concentrated under reduced pressure, dissolved in toluene (2×25 mL), and concentrated under reduced pressure to provide N4-(2-phenoxyeth... Starting materials: CCCCc1nc2c(n1Cc1ccc(C(=O)OC)cc1)CC(C(=O)N1CCOCC1)N(C(=O)C(c1ccccc1)c1ccccc1)C2, C1CCOC1, CO, [Na+], [OH-]. The product is CCCCc1nc2c(n1Cc1ccc(C(=O)O)cc1)CC(C(=O)N1CCOCC1)N(C(=O)C(c1ccccc1)c1ccccc1)C2. Reaction SMILES: [CH2:1]([CH2:2][CH2:3][CH3:4])[c:5]1[n:6]([CH2:37][c:38]2[cH:39][cH:40][c:41]([C:44](=[O:45])[O:46][CH3:47])[cH:42][cH:43]2)[c:7]2[c:8]([n:36]1)[CH2:9][N:10]([C:21]([CH:22]([c:23]1[cH:24][cH:25][cH:26][cH:27][cH:28]1)[c:29]1[cH:30][cH:31][cH:32][cH:33][cH:34]1)=[O:35])[CH:11]([C:13](=[O:14])[N:15]1[CH2:16][CH2:17][O:18][CH2:19][CH2:20]1)[CH2:12]2.[CH2:50]1[O:51][CH2:52][CH2:53][CH2:54]1.[CH3:55][OH:56].[Na+:49].[OH-:48]>>[CH2:1]([CH2:2][CH2:3][CH3:4])[c:5]1[n:6]([CH2:37][c:38]2[cH:39][cH:40][c:41]([C:44](=[O:45])[OH:46])[cH:42][cH:43]2)[c:7]2[c:8]([n:36]1)[CH2:9][N:10]([C:21]([CH:22]([c:23]1[cH:24][cH:25][cH:26][cH:27][cH:28]1)[c:29]1[cH:30][cH:31][cH:32][cH:33][cH:34]1)=[O:35])[CH:11]([C:13](=[O:14])[N:15]1[CH2:16][CH2:17][O:18][CH2:19][CH2:20]1)[CH2:12]2.